describe an organic reaction: reactants, conditions, products, and yield From a dataset of the Open Reaction Database (ORD), a public repository of structured organic reaction records. As a reaction SMILES: [Br-].[CH2:2]([O:4][C:5]([CH2:7][CH2:8][CH2:9][CH2:10][CH2:11][P+](C1C=CC=CC=1)(C1C=CC=CC=1)C1C=CC=CC=1)=[O:6])[CH3:3].[CH3:31]CCCCC.C([Li])CCC.[CH3:42][O:43][C:44]1[CH:45]=[C:46]([CH:49]=[CH:50][C:51]=1[O:52][CH2:53][C:54]1[N:55]=[C:56]([C:60]2[CH:65]=[CH:64][CH:63]=[CH:62][CH:61]=2)[O:57][C:58]=1[CH3:59])C=O>O1CCCC1.O>[CH3:42][O:43][C:44]1[CH:45]=[C:46]([CH2:31][CH2:11][CH2:10][CH2:9][CH2:8][CH2:7][C:5]([O:4][CH2:2][CH3:3])=[O:6])[CH:49]=[CH:50][C:51]=1[O:52][CH2:53][C:54]1[N:55]=[C:56]([C:60]2[CH:61]=[CH:62][CH:63]=[CH:64][CH:65]=2)[O:57][C:58]=1[CH3:59] |f:0.1|. Reaction conditions: time 30 minute. Product: COC=1C=C(C=CC1OCC=1N=C(OC1C)C1=CC=CC=C1)CCCCCCC(=O)OCC (ethyl 7-[3-methoxy-4-(5-methyl-2-phenyl-4-oxazolylmethoxy)phenyl]heptanoate). Procedure: To a suspension of (5-ethoxycarbonylpentyl)triphenylphosphonium bromide (3.0 g) in tetrahydrofuran (THF) (70 ml) was added dropwise, in nitrogen streams at -30° C., a hexane solution of n-butyl lithium (1.6M, 3.9 ml). The mixture was stirred for 30 minutes at the same temperature, to which was added dropwise at -30° C. a solution of 3-methoxy-4-[5-methyl-2-phenyl-4-oxazolylmethoxy)benzaldehyde (1.0 g) in tetrahydrofuran (THF) (10 ml). The mixture was stirred for 4 hours at temperature ranging fr... Reactants: COC=1C=C(C=O)C=CC1OCC=1N=C(OC1C)C1=CC=CC=C1 (3-methoxy-4-[5-methyl-2-phenyl-4-oxazolylmethoxy)benzaldehyde), [Br-].C(C)OC(=O)CCCCC[P+](C1=CC=CC=C1)(C1=CC=CC=C1)C1=CC=CC=C1 ((5-ethoxycarbonylpentyl)triphenylphosphonium bromide), C(CCC)[Li] (n-butyl lithium), CCCCCC (hexane). Isolated yield 85.0%. The solvent is O1CCCC1 (tetrahydrofuran), O (water), O1CCCC1 (tetrahydrofuran).